This data is from the Open Reaction Database (ORD), a public repository of structured organic reaction records. The task is: describe an organic reaction: reactants, conditions, products, and yield The solvent is C(C)#N (acetonitrile). Reported procedure: tert-Butyl 4-(3,4-diaminophenoxy)piperidine-1-carboxylate (5.673 mmoles, 1.914 g, 1 equivalent) was dissolved in acetonitrile (20 ml) and water (20 ml) and cooled to 0-5° C. (ice-water). Cyanogen bromide (5.67 mmoles, 0.721 g, 1.4 equivalents) was added in one lot and the reaction mixture was allowed to go to room temperature and stirred for 16 hours. The reaction mixture was then evaporated under reduced pressure to 2.41 g of tert-butyl 4-(2-amino-1H-benzo[d]imidazol-5-yloxy)piperidine-1-carbox... RXN SMILES: [NH2:1][C:2]1[CH:3]=[C:4]([CH:19]=[CH:20][C:21]=1[NH2:22])[O:5][CH:6]1[CH2:11][CH2:10][N:9]([C:12]([O:14][C:15]([CH3:18])([CH3:17])[CH3:16])=[O:13])[CH2:8][CH2:7]1.O.[N:24]#[C:25][Br:26]>C(#N)C>[BrH:26].[NH2:24][C:25]1[NH:22][C:21]2[CH:20]=[CH:19][C:4]([O:5][CH:6]3[CH2:7][CH2:8][N:9]([C:12]([O:14][C:15]([CH3:16])([CH3:17])[CH3:18])=[O:13])[CH2:10][CH2:11]3)=[CH:3][C:2]=2[N:1]=1 |f:4.5|. The product is Br.NC1=NC2=C(N1)C=CC(=C2)OC2CCN(CC2)C(=O)OC(C)(C)C (tert-butyl 4-(2-amino-1H-benzo[d]imidazol-5-yloxy)piperidine-1-carboxylate hydrobromide). Conditions: time 16 hour. The yield is 100.0%. Reactants: N#CBr (Cyanogen bromide), O (water), ice water, NC=1C=C(OC2CCN(CC2)C(=O)OC(C)(C)C)C=CC1N (tert-Butyl 4-(3,4-diaminophenoxy)piperidine-1-carboxylate). Reactants: BrCBr, Br, CCOC(=O)C1CC(Cl)=NN1c1ncccc1Cl. Product: CCOC(=O)C1CC(Br)=NN1c1ncccc1Cl. RXN SMILES: [Br:20][CH2:21][Br:22].[BrH:1].[Cl:2][C:3]1=[N:4][N:5]([c:13]2[n:14][cH:15][cH:16][cH:17][c:18]2[Cl:19])[CH:6]([C:8](=[O:9])[O:10][CH2:11][CH3:12])[CH2:7]1>>[Br:1][C:3]1=[N:4][N:5]([c:13]2[n:14][cH:15][cH:16][cH:17][c:18]2[Cl:19])[CH:6]([C:8](=[O:9])[O:10][CH2:11][CH3:12])[CH2:7]1. The reactants are O (water), ClC1=NC=C(C(=O)OCC)C(=C1)OC1=CC=CC=C1 (ethyl 6-chloro-4-phenoxynicotinate), CC=1N=C(SC1)N (4-methylthiazol-2-amine), P(=O)([O-])([O-])[O-].[K+].[K+].[K+] (potassium phosphate). The reagents and catalysts are C1(=CC=CC=C1)P(C1=CC=CC=2C(C3=CC=CC(=C3OC12)P(C1=CC=CC=C1)C1=CC=CC=C1)(C)C)C1=CC=CC=C1 (4,5-bis(diphenylphosphino)-9,9-dimethyl-9H-xanthene), C=1C=CC(=CC1)/C=C/C(=O)/C=C/C2=CC=CC=C2.C=1C=CC(=CC1)/C=C/C(=O)/C=C/C2=CC=CC=C2.C=1C=CC(=CC1)/C=C/C(=O)/C=C/C2=CC=CC=C2.[Pd].[Pd] (tris(dibenzylideneacetone)-dipalladium (0)). Solvent: C1(=CC=CC=C1)C (toluene). The product is CC=1N=C(SC1)NC1=NC=C(C(=O)OCC)C(=C1)OC1=CC=CC=C1 (ethyl 6-(4-methylthiazol-2-ylamino)-4-phenoxynicotinate). Isolated yield 68.6%. RXN SMILES: Cl[C:2]1[CH:12]=[C:11]([O:13][C:14]2[CH:19]=[CH:18][CH:17]=[CH:16][CH:15]=2)[C:5]([C:6]([O:8][CH2:9][CH3:10])=[O:7])=[CH:4][N:3]=1.[CH3:20][C:21]1[N:22]=[C:23]([NH2:26])[S:24][CH:25]=1.P([O-])([O-])([O-])=O.[K+].[K+].[K+].O>C1(C)C=CC=CC=1.C1C=CC(/C=C/C(/C=C/C2C=CC=CC=2)=O)=CC=1.C1C=CC(/C=C/C(/C=C/C2C=CC=CC=2)=O)=CC=1.C1C=CC(/C=C/C(/C=C/C2C=CC=CC=2)=O)=CC=1.[Pd].[Pd].C1(P(C2C=CC=CC=2)C2C3OC4C(=CC=CC=4P(C4C=CC=CC=4)C4C=CC=CC=4)C(C)(C)C=3C=CC=2)C=CC=CC=1>[CH3:20][C:21]1[N:22]=[C:23]([NH:26][C:2]2[CH:12]=[C:11]([O:13][C:14]3[CH:19]=[CH:18][CH:17]=[CH:16][CH:15]=3)[C:5]([C:6]([O:8][CH2:9][CH3:10])=[O:7])=[CH:4][N:3]=2)[S:24][CH:25]=1 |f:2.3.4.5,8.9.10.11.12|. Procedure details: Using the method of Example 3, Step B, ethyl 6-chloro-4-phenoxynicotinate (12.0 g, 43.4 mmol), 4-methylthiazol-2-amine (4.49 g, 39.4 mmol), potassium phosphate (9.20 g, 43.4 mmol), tris(dibenzylideneacetone)-dipalladium (0) (0.902 g, 0.985 mmol) and 4,5-bis(diphenylphosphino)-9,9-dimethyl-9H-xanthene (0.627 g, 1.08 mmol) were combined in toluene (100 mL) and water (25 mL) to afford ethyl 6-(4-methylthiazol-2-ylamino)-4-phenoxynicotinate (9.6 g, 67.8% yield) as yellow solid. 1H NMR (CDCl3) δ 8.88... Reactants: FC1=CC2=CC(N=C2C=C1NC(COC)=O)=O (5-fluoro-6-methoxyacetamido-2-oxoindole), O[C@H](CN1C(C2=C(CC1)NC(=C2C)C=O)=O)CN2CCOCC2 ((S)-5-(2-hydroxy-3-morpholin-4-yl-propyl)-3-methyl-4-oxo-4,5,6,7-tetrahydro-1H-pyrrolo[3,2-c]pyridine-2-carbaldehyde), N1CCCCC1 (piperidine). The solvent is C(C)O (ethanol). Yields the product FC=1C=C2/C(/C(NC2=CC1NC(COC)=O)=O)=C/C1=C(C=2C(N(CCC2N1)C[C@H](CN1CCOCC1)O)=O)C ((S,Z)-N-{5-fluoro-3-[5-(2-hydroxy-3-morpholin-4-yl-propyl)-3-methyl-4-oxo-4,5,6,7-tetrahydro-1H-pyrrolo[3,2-c]pyridin-2-ylmethylene]-2-oxo-2,3-dihydro-1H-indol-6-yl}-2-methoxy-acetamide). The yield is 85.7%. Reaction SMILES: [OH:1][C@@H:2]([CH2:17][N:18]1[CH2:23][CH2:22][O:21][CH2:20][CH2:19]1)[CH2:3][N:4]1[CH2:9][CH2:8][C:7]2[NH:10][C:11]([CH:14]=O)=[C:12]([CH3:13])[C:6]=2[C:5]1=[O:16].[F:24][C:25]1[C:33]([NH:34][C:35](=[O:39])[CH2:36][O:37][CH3:38])=[CH:32][C:31]2[C:27](=[CH:28][C:29](=[O:40])[N:30]=2)[CH:26]=1.N1CCCCC1>C(O)C>[F:24][C:25]1[CH:26]=[C:27]2[C:31](=[CH:32][C:33]=1[NH:34][C:35](=[O:39])[CH2:36][O:37][CH3:38])[NH:30][C:29](=[O:40])/[C:28]/2=[CH:14]\[C:11]1[NH:10][C:7]2[CH2:8][CH2:9][N:4]([CH2:3][C@@H:2]([OH:1])[CH2:17][N:18]3[CH2:19][CH2:20][O:21][CH2:22][CH2:23]3)[C:5](=[O:16])[C:6]=2[C:12]=1[CH3:13]. Procedure details: (S)-5-(2-Hydroxy-3-morpholin-4-yl-propyl)-3-methyl-4-oxo-4,5,6,7-tetrahydro-1H-pyrrolo[3,2-c]pyridine-2-carbaldehyde 5f (40 mg, 0.125 mmol) was dissolved in 2 mL of ethanol under stirring at room temperature, and 5-fluoro-6-methoxyacetamido-2-oxoindole 13a (26.7 mg, 0.112 mmol) was then added to the solution. Upon completion of the addition, the reaction mixture was stirred until all dissolved, and piperidine (0.05 mL, 0.5 mmol) was then added to the solution. Upon completion of the addition, th...